Dataset: the Open Reaction Database (ORD), a public repository of structured organic reaction records. Task: describe an organic reaction: reactants, conditions, products, and yield Procedure: After dissolving 2.0 g (6.89 mmoles) of 2-(4,4-ethylenedioxy-1-piperidinyl)-4,6-dichloropyrimidine in 40 ml of n-butanol and adding 2.6 ml (17.23 mmoles) of 1,4-dioxa-8-azaspiro[4,5]decane, the reaction mixture is boiled under reflux for 4 hours, then evaporated. The residue is distributed between 50 ml of chloroform and 5 ml of 10% sodium hydroxide solution. After separation the organic phase is washed 4 times with 10 ml of water each, dried and evaporated. After recrystallization from hexane t... The reactants are C1OC2(CCN(CC2)C2=NC(=CC(=N2)Cl)Cl)OC1 (2-(4,4-ethylenedioxy-1-piperidinyl)-4,6-dichloropyrimidine), O1CCOC12CCNCC2 (1,4-dioxa-8-azaspiro[4,5]decane). Reaction SMILES: [CH2:1]1[CH2:18][O:17][C:3]2([CH2:8][CH2:7][N:6]([C:9]3[N:14]=[C:13](Cl)[CH:12]=[C:11]([Cl:16])[N:10]=3)[CH2:5][CH2:4]2)[O:2]1.[O:19]1[C:23]2([CH2:28][CH2:27][NH:26][CH2:25][CH2:24]2)[O:22][CH2:21][CH2:20]1>C(O)CCC>[CH2:18]1[CH2:1][O:2][C:3]2([CH2:4][CH2:5][N:6]([C:9]3[N:10]=[C:11]([Cl:16])[CH:12]=[C:13]([N:26]4[CH2:27][CH2:28][C:23]5([O:22][CH2:21][CH2:20][O:19]5)[CH2:24][CH2:25]4)[N:14]=3)[CH2:7][CH2:8]2)[O:17]1. The solvent is C(CCC)O (n-butanol). Product: C1OC2(CCN(CC2)C2=NC(=CC(=N2)Cl)N2CCC3(CC2)OCCO3)OC1 (2,6-bis(4,4-ethylenedioxy-1-piperidinyl)-4-chloropyrimidine).